This data is from the Open Reaction Database (ORD), a public repository of structured organic reaction records. The task is: describe an organic reaction: reactants, conditions, products, and yield The reactants are O=C1CCC(=O)N1Br, ClC(Cl)(Cl)Cl, Cc1c(C(=O)O)cnn1C(C)(C)C. Yields the product CC(C)(C)n1ncc(C(=O)O)c1CBr. Reaction SMILES: [Br:14][N:15]1[C:16](=[O:17])[CH2:18][CH2:19][C:20]1=[O:21].[C:22]([Cl:23])([Cl:24])([Cl:25])[Cl:26].[CH3:1][c:2]1[c:3]([C:11](=[O:12])[OH:13])[cH:4][n:5][n:6]1[C:7]([CH3:8])([CH3:9])[CH3:10]>>[CH2:1]([c:2]1[c:3]([C:11](=[O:12])[OH:13])[cH:4][n:5][n:6]1[C:7]([CH3:8])([CH3:9])[CH3:10])[Br:14].